Dataset: the Open Reaction Database (ORD), a public repository of structured organic reaction records. Task: describe an organic reaction: reactants, conditions, products, and yield Reactants: C(C=C)NC=1C2=C(N=C(N1)Cl)C(=CS2)CCC (4-allylamino-2-chloro-7-propylthieno[3,2-d]pyrimidine), C(C=C)N (allylamine), C(O)([O-])=O.[Na+] (sodium hydrogen carbonate). The yield is 56.6%. As a reaction SMILES: [CH2:1]([NH:4][C:5]1[C:6]2[S:14][CH:13]=[C:12]([CH2:15][CH2:16][CH3:17])[C:7]=2[N:8]=[C:9](Cl)[N:10]=1)[CH:2]=[CH2:3].[CH2:18]([NH2:21])[CH:19]=[CH2:20].C(=O)([O-])O.[Na+]>>[CH2:18]([NH:21][C:9]1[N:10]=[C:5]([NH:4][CH2:1][CH:2]=[CH2:3])[C:6]2[S:14][CH:13]=[C:12]([CH2:15][CH2:16][CH3:17])[C:7]=2[N:8]=1)[CH:19]=[CH2:20] |f:2.3|. Procedure details: 189 mg (0.71 mmol) of 4-allylamino-2-chloro-7-propylthieno[3,2-d]pyrimidine and 644 mg (11.3 mmol) of allylamine were heated in a sealed tube at 140° C. for 16 hours. After completion of the reaction, the reaction mixture was allowed to resume room temperature, followed by adding a saturated aqueous sodium hydrogen carbonate solution thereto and extraction with ethyl acetate (50 ml×2). After the organic layer was washed with brine and dried over anhydrous sodium sulfate, the solvent was distille... Yields the product C(C=C)NC=1N=C(C2=C(N1)C(=CS2)CCC)NCC=C (2,4-Diallylamino-7-propylthieno[3,2-d]pyrimidine). Starting materials: CC(C)(C)OC(=O)NC1(C(=O)NS(=O)(=O)C2CC2)CC1C(F)F, Cl, C1COCCO1. Product: NC1(C(=O)NS(=O)(=O)C2CC2)CC1C(F)F. As a reaction SMILES: [CH:1]1([S:4](=[O:5])(=[O:6])[NH:7][C:8](=[O:9])[C:10]2([NH:16][C:17](=[O:18])[O:19][C:20]([CH3:21])([CH3:22])[CH3:23])[CH:11]([CH:13]([F:14])[F:15])[CH2:12]2)[CH2:2][CH2:3]1.[ClH:24].[O:25]1[CH2:26][CH2:27][O:28][CH2:29][CH2:30]1>>[CH:1]1([S:4](=[O:5])(=[O:6])[NH:7][C:8](=[O:9])[C:10]2([NH2:16])[CH:11]([CH:13]([F:14])[F:15])[CH2:12]2)[CH2:2][CH2:3]1. Starting materials: C(C1=CC=CC=C1)N1[C@@](COCC1)(C(=O)OCC1=CC=CC=C1)C ((S)-benzyl 4-benzyl-3-methylmorpholine-3-carboxylate). Reagents/catalysts: [Pd] (Pd/C). The product is C[C@@]1(NCCOC1)C(=O)O ((S)-3-methylmorpholine-3-carboxylic acid). The yield is 66.8%. RXN SMILES: C([N:8]1[CH2:13][CH2:12][O:11][CH2:10][C@@:9]1([CH3:24])[C:14]([O:16]CC1C=CC=CC=1)=[O:15])C1C=CC=CC=1>[Pd]>[CH3:24][C@@:9]1([C:14]([OH:16])=[O:15])[CH2:10][O:11][CH2:12][CH2:13][NH:8]1. Procedure details: (S)-benzyl 4-benzyl-3-methylmorpholine-3-carboxylate (3.26 g, 10 mmol) was reacted with H2 by Pd/C catalysis (10%, 0.33 g) according to the procedure as described in Example 34, Step C to give the title compound as a gray solid (0.97 g, 67%). The compound was characterized by the following spectroscopic data: Starting materials: COCC=1NCC(N1)C (2-(methoxymethyl)-4-methyl-4,5-dihydro-1H-imidazole), [Mn](=O)(=O)(=O)[O-].[K+] (potassium permanganate), COCC=1NCC(N1)C (2-(methoxymethyl)-4-methyl-4,5-dihydro-1H-imidazole), Al2O3. The solvent is C(C)#N (acetonitrile). Run at temperature 0 celsius, time 2 hour. The product is COCC=1NC=C(N1)C (2-(Methoxymethyl)-4-methyl-1H-imidazole). As a reaction SMILES: [CH3:1][O:2][CH2:3][C:4]1[NH:5][CH2:6][CH:7]([CH3:9])[N:8]=1.[Mn]([O-])(=O)(=O)=O.[K+]>C(#N)C>[CH3:1][O:2][CH2:3][C:4]1[NH:5][CH:6]=[C:7]([CH3:9])[N:8]=1 |f:1.2|. Reported procedure: Into a 500-mL round-bottom flask, was placed a solution of 2-(methoxymethyl)-4-methyl-4,5-dihydro-1H-imidazole (compound 222.1, 19 g, 148.4 mmol) in acetonitrile (200 mL). Al2O3 (19 g, 182.7 mmol) was added to the reaction. This was followed by the addition of potassium permanganate (58 g, 367.1 mmol) in several batches at 0° C. The reaction mixture was stirred for 2 h at 0° C., then warmed to room temperature overnight. The reaction was quenched with 20 mL of sodium sulfite (sat.). The solids w... The reactants are I(=O)(=O)(=O)[O-].[Na+] (sodium periodate), C[N+]1(CCOCC1)[O-] (4-methylmorpholine-4-oxide), FC1=CC=C(C=C1)[C@@H](CN(C(C1=CC(=CC(=C1)C(F)(F)F)C(F)(F)F)=O)C)CC=C (N-[(2S)-2-(4-Fluorophenyl)pent-4-en-1-yl]-N-methyl-3,5-bis(trifluoromethyl)benzamide), OS(=O)[O-].[Na+] (NaHSO3). Reagents/catalysts: O=[Os](=O)(=O)=O (OsO4). Run in O (water), O (water), [Cl-].[Na+].O (brine), CC(=O)C (acetone), C(C)(C)(C)O (t-butyl alcohol), O (water). Conditions: time 8 hour. Product: FC1=CC=C(C=C1)[C@@H](CN(C(C1=CC(=CC(=C1)C(F)(F)F)C(F)(F)F)=O)C)CC=O (N-[(2S)-2-(4fluorophenyl)-4-oxobutyl]-N-methyl-3,5-bis(trifluoromethyl)benzamide). RXN SMILES: [F:1][C:2]1[CH:7]=[CH:6][C:5]([C@H:8]([CH2:28][CH:29]=C)[CH2:9][N:10]([CH3:27])[C:11](=[O:26])[C:12]2[CH:17]=[C:16]([C:18]([F:21])([F:20])[F:19])[CH:15]=[C:14]([C:22]([F:25])([F:24])[F:23])[CH:13]=2)=[CH:4][CH:3]=1.C[N+]1([O-])CC[O:35]CC1.OS([O-])=O.[Na+].I([O-])(=O)(=O)=O.[Na+]>CC(C)=O.C(O)(C)(C)C.O.[Cl-].[Na+].O.O=[Os](=O)(=O)=O>[F:1][C:2]1[CH:7]=[CH:6][C:5]([C@H:8]([CH2:28][CH:29]=[O:35])[CH2:9][N:10]([CH3:27])[C:11](=[O:26])[C:12]2[CH:17]=[C:16]([C:18]([F:21])([F:20])[F:19])[CH:15]=[C:14]([C:22]([F:25])([F:24])[F:23])[CH:13]=2)=[CH:4][CH:3]=1 |f:2.3,4.5,9.10.11|. Procedure details: N-[(2S)-2-(4-Fluorophenyl)pent-4-en-1-yl]-N-methyl-3,5-bis(trifluoromethyl)benzamide (570 mg, 1.32 mmol) was dissolved in a mixture of acetone (10 mL), t-butyl alcohol (5 mL) and water (2.5 mL). OsO4 (2.5% in t-butyl alcohol, 0.190 mL, 0.013 mmol) was added together with 4-methylmorpholine-4-oxide (680 mg, 5.8 mmol). The solution was stirred at room temperature overnight and then saturated aqueous solution of NaHSO3 (10 mL) was added. The mixture was stirred for 15 min, diluted with water (50 mL...